This data is from the Open Reaction Database (ORD), a public repository of structured organic reaction records. The task is: describe an organic reaction: reactants, conditions, products, and yield Reactants: ice, [OH-].[Na+] (caustic soda), [Sn](Cl)Cl (tin(II) chloride), ClC=1C(=C(C=CC1F)[N+](=O)[O-])F (3-chloro-2,4-difluoronitrobenzene), Cl (hydrochloric acid). Reaction SMILES: [Sn](Cl)Cl.[Cl:4][C:5]1[C:6]([F:15])=[C:7]([N+:12]([O-])=O)[CH:8]=[CH:9][C:10]=1[F:11].Cl.[OH-].[Na+]>O.C(OCC)C>[Cl:4][C:5]1[C:6]([F:15])=[C:7]([CH:8]=[CH:9][C:10]=1[F:11])[NH2:12] |f:3.4|. Reaction conditions: temperature 40 celsius. Solvent: O (water), C(C)OCC (diethyl ether). Reported procedure: 135 g of tin(II) chloride (dihydrate) was added in small fractions to a stirred suspension of 23 g of 3-chloro-2,4-difluoronitrobenzene in 110 cm3 of a 37% aqueous hydrochloric acid solution and 25 cm'of diethyl ether. After the addition, the mixture was heated for 30 minutes at a temperature in the region of 40° C. After cooling the reaction mass, the mixture was poured over 300 cm3 of water supplemented with 150 g of ice. The mixture was made highly alkaline by addition of caustic soda, and th... Yields the product ClC=1C(=C(N)C=CC1F)F (3-chloro-2,4-difluoroaniline). Isolated yield 89.5%. The reactants are Cc1csc2c(C(=O)C(F)(F)F)c3ccccc3n12, CCO, [Na+], [OH-]. Yields the product Cc1csc2c(C(=O)O)c3ccccc3n12. As a reaction SMILES: [CH3:1][c:2]1[cH:3][s:4][c:5]2[n:6]1[c:7]1[cH:8][cH:9][cH:10][cH:11][c:12]1[c:13]2[C:14]([C:15]([F:16])([F:17])[F:18])=[O:19].[CH3:22][CH2:23][OH:24].[Na+:21].[OH-:20]>>[CH3:1][c:2]1[cH:3][s:4][c:5]2[n:6]1[c:7]1[cH:8][cH:9][cH:10][cH:11][c:12]1[c:13]2[C:14]([OH:19])=[O:20].